This data is from the Open Reaction Database (ORD), a public repository of structured organic reaction records. The task is: describe an organic reaction: reactants, conditions, products, and yield The reactants are ClC(C(O)O)(Cl)Cl (Chloral hydrate), [O-]S(=O)(=O)[O-].[Na+].[Na+] (Na2SO4), NC1=CC=CC=C1 (aniline), Cl (HCl), amine sulfate, Cl.NO (hydroxylamine hydrochloride). Solvent: O (water), O (water), O (water). Conditions: temperature 35 celsius. The product is C1=CC=C(C=C1)NC(=O)/C=N/O (isonitrosoacetanilide). RXN SMILES: Cl[C:2](Cl)(Cl)[CH:3]([OH:5])O.[O-]S([O-])(=O)=O.[Na+].[Na+].[NH2:15][C:16]1[CH:21]=[CH:20][CH:19]=[CH:18][CH:17]=1.Cl.Cl.[NH2:24][OH:25]>O>[CH:19]1[CH:20]=[CH:21][C:16]([NH:15][C:3](/[CH:2]=[N:24]/[OH:25])=[O:5])=[CH:17][CH:18]=1 |f:1.2.3,6.7|. Reported procedure: Chloral hydrate (5.0 g) and Na2SO4 (35.0 g) were dissolved in water (70 mL) in a 300 mL beaker and warmed to 35° C. A warm solution of the appropriate commercial aniline derivative Ia-d (27.6 mmol) in water (20 mL) and aqueous solution of conc. HCl (3 mL) was added (a white precipitate of the amine sulfate was formed), followed by a warm solution of hydroxylamine hydrochloride (6.1 g) in water (27.5 mL). The mixture was stirred by hand and heated on a hot plate (a thick paste formed at 75-70° C.... The reactants are O=C(O)C(Br)c1ccccc1Cl, CO, Cc1ccccc1, C[Si](C)(C)C=[N+]=[N-]. Yields the product COC(=O)C(Br)c1ccccc1Cl. RXN SMILES: [Br:10][CH:11]([C:12](=[O:13])[OH:14])[c:15]1[c:16]([Cl:21])[cH:17][cH:18][cH:19][cH:20]1.[CH3:1][OH:2].[CH3:22][c:23]1[cH:24][cH:25][cH:26][cH:27][cH:28]1.[CH3:3][Si:4]([CH:5]=[N+:6]=[N-:7])([CH3:8])[CH3:9]>>[CH3:1][O:13][C:12]([CH:11]([Br:10])[c:15]1[c:16]([Cl:21])[cH:17][cH:18][cH:19][cH:20]1)=[O:14].